Dataset: the Open Reaction Database (ORD), a public repository of structured organic reaction records. Task: describe an organic reaction: reactants, conditions, products, and yield Reactants: CC(C)=O, [O-][n+]1c(Cl)ccc2ccccc21, Cl, [N-]=[N+]=[N-], [Na+], O. The product is [N-]=[N+]=Nc1ccc2ccccc2[n+]1[O-]. As a reaction SMILES: [CH3:19][C:20](=[O:21])[CH3:22].[Cl:2][c:3]1[n+:4]([O-:13])[c:5]2[cH:6][cH:7][cH:8][cH:9][c:10]2[cH:11][cH:12]1.[ClH:1].[N-:15]=[N+:16]=[N-:17].[Na+:14].[OH2:18]>>[c:3]1([N:15]=[N+:16]=[N-:17])[n+:4]([O-:13])[c:5]2[cH:6][cH:7][cH:8][cH:9][c:10]2[cH:11][cH:12]1. Reactants: CC1(OC2C3NOC(C2O1)C3)C (4,4-dimethyl-3,5,8-trioxa-9-aza-tricyclo[5.2.1.02,6]decane). The reagents and catalysts are [Pd] (palladium on carbon). Solvent: CO (methanol). Conditions: temperature 20 celsius, time 60 minute. Yields the product N[C@@H]1C[C@@H]([C@@H]2[C@H]1OC(O2)(C)C)O ((3aR,4S,6R,6aS)-6-amino-2,2-dimethyl-tetrahydro-3aH-cyclopenta[d][1,3]dioxol-4-ol). Yield: 99.4%. As a reaction SMILES: [CH3:1][C:2]1([CH3:12])[O:10][CH:9]2[CH:4]([CH:5]3[CH2:11][CH:8]2[O:7][NH:6]3)[O:3]1>[Pd].CO>[NH2:6][C@H:5]1[C@@H:4]2[O:3][C:2]([CH3:1])([CH3:12])[O:10][C@@H:9]2[C@@H:8]([OH:7])[CH2:11]1. Procedure details: Under a presurrized hydrogen atmosphere (3 atm), a suspension of 4,4-dimethyl-3,5,8-trioxa-9-aza-tricyclo[5.2.1.02,6]decane (16.7 g, 97.55 mmol, 1.00 equiv.), 10% palladium on carbon (1.67 g), and methanol (250 mL) was stirred at about 20° C. for about 60 minutes. After filtering the solution, the resulting filtrate was concentrated in vacuo to give the title product as a white solid (16.8 g; yield=99%). MS: m/z=174 (MH)+. The reactants are C(C)OC(CCC1=C(C=CC(=C1)C(=O)C1=C(C=CC=C1)CC(=O)OCC)O)=O (5-[[2-(2-ethoxy-2-oxoethyl)phenyl]carbonyl]-2-hydroxybenzenepropanoic acid ethyl ester), BrCCCCCBr (1,5-dibromopentane). Product: C(C)OC(CCC1=C(C=CC(=C1)C(=O)C1=C(C=CC=C1)CC(=O)OCC)OCCCCCBr)=O (2-[(5-Bromopentyl)oxy]-5-[[2-(2-ethoxy-2-oxoethyl)phenyl]carbonyl]benzenepropanoic Acid Ethyl Ester). The yield is 74.0%. As a reaction SMILES: [CH2:1]([O:3][C:4](=[O:28])[CH2:5][CH2:6][C:7]1[CH:12]=[C:11]([C:13]([C:15]2[CH:20]=[CH:19][CH:18]=[CH:17][C:16]=2[CH2:21][C:22]([O:24][CH2:25][CH3:26])=[O:23])=[O:14])[CH:10]=[CH:9][C:8]=1[OH:27])[CH3:2].[Br:29][CH2:30][CH2:31][CH2:32][CH2:33][CH2:34]Br>>[CH2:1]([O:3][C:4](=[O:28])[CH2:5][CH2:6][C:7]1[CH:12]=[C:11]([C:13]([C:15]2[CH:20]=[CH:19][CH:18]=[CH:17][C:16]=2[CH2:21][C:22]([O:24][CH2:25][CH3:26])=[O:23])=[O:14])[CH:10]=[CH:9][C:8]=1[O:27][CH2:34][CH2:33][CH2:32][CH2:31][CH2:30][Br:29])[CH3:2]. Procedure: Starting with 0.436 g (1.13 mmol) of 5-[[2-(2-ethoxy-2-oxoethyl)phenyl]carbonyl]-2-hydroxybenzenepropanoic acid ethyl ester, and 6.80 g (29.57 mmol) of 1,5-dibromopentane, the title compound was obtained as a pale yellow oil, in 74% yield, using the procedure of example 21. Reactants: ClC=1NC(C2=C(N1)N(C=C2)COCC[Si](C)(C)C)=O (2-chloro-7-((2-(trimethylsilyl)ethoxy)methyl)-3H-pyrrolo[2,3-d]pyrimidin-4(7H)-one), C([O-])([O-])=O.[Na+].[Na+] (sodium carbonate), FC(C1=CC=C(C=C1)B(O)O)(F)F (4-(trifluoromethyl)phenylboronic acid). The reagents and catalysts are C=1C=CC(=CC1)[P](C=2C=CC=CC2)(C=3C=CC=CC3)[Pd]([P](C=4C=CC=CC4)(C=5C=CC=CC5)C=6C=CC=CC6)([P](C=7C=CC=CC7)(C=8C=CC=CC8)C=9C=CC=CC9)[P](C=1C=CC=CC1)(C=1C=CC=CC1)C=1C=CC=CC1 (tetrakis(triphenylphosphine)palladium(0)). Solvent: C(C)O (ethanol). Reaction conditions: temperature 150 celsius. The product is ethyl acetate hexanes, FC(C1=CC=C(C=C1)C=1NC(C2=C(N1)N(C=C2)COCC[Si](C)(C)C)=O)(F)F (2-(4-(trifluoromethyl)phenyl)-7-((2-(trimethylsilyl)ethoxy)methyl)-3H-pyrrolo[2,3-d]pyrimidin-4(7H)-one). Yield: 65.0%. RXN SMILES: Cl[C:2]1[NH:3][C:4](=[O:19])[C:5]2[CH:10]=[CH:9][N:8]([CH2:11][O:12][CH2:13][CH2:14][Si:15]([CH3:18])([CH3:17])[CH3:16])[C:6]=2[N:7]=1.C(=O)([O-])[O-].[Na+].[Na+].[F:26][C:27]([F:38])([F:37])[C:28]1[CH:33]=[CH:32][C:31](B(O)O)=[CH:30][CH:29]=1>C1C=CC([P]([Pd]([P](C2C=CC=CC=2)(C2C=CC=CC=2)C2C=CC=CC=2)([P](C2C=CC=CC=2)(C2C=CC=CC=2)C2C=CC=CC=2)[P](C2C=CC=CC=2)(C2C=CC=CC=2)C2C=CC=CC=2)(C2C=CC=CC=2)C2C=CC=CC=2)=CC=1.C(O)C>[F:26][C:27]([F:38])([F:37])[C:28]1[CH:33]=[CH:32][C:31]([C:2]2[NH:3][C:4](=[O:19])[C:5]3[CH:10]=[CH:9][N:8]([CH2:11][O:12][CH2:13][CH2:14][Si:15]([CH3:18])([CH3:17])[CH3:16])[C:6]=3[N:7]=2)=[CH:30][CH:29]=1 |f:1.2.3,^1:42,44,63,82|. Procedure details: A microwave reaction vial was charged with 2-chloro-7-((2-(trimethylsilyl)ethoxy)methyl)-3H-pyrrolo[2,3-d]pyrimidin-4(7H)-one (53.7 mg, 179 mop and ethanol (850 μL) (650 μL+200 μL rinse). The resulting mixture was treated with a 2M aqueous sodium carbonate solution (270 μL, 540 μmol), 4-(trifluoromethyl)phenylboronic acid (42.1 mg, 222 μmol), and tetrakis(triphenylphosphine)palladium(0) (13.2 mg, 11.4 μmol). The vial was tightly sealed and heated in a microwave at 150° C. for 8 min. At this time...